Dataset: the Open Reaction Database (ORD), a public repository of structured organic reaction records. Task: describe an organic reaction: reactants, conditions, products, and yield Starting materials: CNC1CCC(O)CC1, ClC(Cl)Cl, COc1ccc(C2COCCO2)c2sc(NC(=O)Oc3ccccc3)nc12, c1ccncc1. The product is COc1ccc(C2COCCO2)c2sc(NC(=O)N(C)C3CCC(O)CC3)nc12. Reaction SMILES: [CH3:34][NH:35][CH:36]1[CH2:37][CH2:38][CH:39]([OH:42])[CH2:40][CH2:41]1.[CH:43]([Cl:44])([Cl:45])[Cl:46].[c:1]1([O:2][C:8]([NH:9][c:10]2[s:11][c:12]3[c:13]([n:14]2)[c:15]([O:25][CH3:26])[cH:16][cH:17][c:18]3[CH:19]2[O:20][CH2:21][CH2:22][O:23][CH2:24]2)=[O:27])[cH:3][cH:4][cH:5][cH:6][cH:7]1.[cH:28]1[cH:29][cH:30][n:31][cH:32][cH:33]1>>[C:8]([NH:9][c:10]1[s:11][c:12]2[c:13]([n:14]1)[c:15]([O:25][CH3:26])[cH:16][cH:17][c:18]2[CH:19]1[O:20][CH2:21][CH2:22][O:23][CH2:24]1)(=[O:27])[N:35]([CH3:34])[CH:36]1[CH2:37][CH2:38][CH:39]([OH:42])[CH2:40][CH2:41]1. The reactants are CCOCC (ether), C1(=CC=CC=C1)C12CCN(CC1)CC2 (4-phenyl-1-azabicyclo-[2.2.2]octane), FC(C=1C=C(CN2C(OCC(C2)(CCOS(=O)(=O)C)C2=CC(=C(C=C2)Cl)Cl)=O)C=C(C1)C(F)(F)F)(F)F (3-[3,5-Bis(trifluoromethyl)benzyl]-5-(3,4-dichlorophenyl)-5-[2-(methanesulfonyloxy)ethyl]tetrahydro-2H-1,3-oxazin-2-one), O (water). Solvent: CN(C)C=O (DMF). Conditions: temperature 60 celsius. The product is [Cl-].ClC=1C=C(C=CC1Cl)C1(CN(C(OC1)=O)CC1=CC(=CC(=C1)C(F)(F)F)C(F)(F)F)CC[N+]12CCC(CC1)(CC2)C2=CC=CC=C2 (5-(3,4-Dichlorophenyl)-5-[2-[4-phenyl-1-azoniabicyclo[2.2.2]oct-1-yl]ethyl]-3-[3,5-bis(trifluoromethyl)benzyl]tetrahydro-2H-1,3-oxazin-2-one chloride). Isolated yield 24.7%. RXN SMILES: [C:1]1([C:7]23[CH2:14][CH2:13][N:10]([CH2:11][CH2:12]2)[CH2:9][CH2:8]3)[CH:6]=[CH:5][CH:4]=[CH:3][CH:2]=1.[F:15][C:16]([F:51])([F:50])[C:17]1[CH:18]=[C:19]([CH:43]=[C:44]([C:46]([F:49])([F:48])[F:47])[CH:45]=1)[CH2:20][N:21]1[CH2:26][C:25]([C:34]2[CH:39]=[CH:38][C:37]([Cl:40])=[C:36]([Cl:41])[CH:35]=2)([CH2:27][CH2:28]OS(C)(=O)=O)[CH2:24][O:23][C:22]1=[O:42].O.CCOCC>CN(C=O)C>[Cl-:40].[Cl:41][C:36]1[CH:35]=[C:34]([C:25]2([CH2:27][CH2:28][N+:10]34[CH2:13][CH2:14][C:7]([C:1]5[CH:2]=[CH:3][CH:4]=[CH:5][CH:6]=5)([CH2:8][CH2:9]3)[CH2:12][CH2:11]4)[CH2:24][O:23][C:22](=[O:42])[N:21]([CH2:20][C:19]3[CH:18]=[C:17]([C:16]([F:51])([F:50])[F:15])[CH:45]=[C:44]([C:46]([F:49])([F:47])[F:48])[CH:43]=3)[CH2:26]2)[CH:39]=[CH:38][C:37]=1[Cl:40] |f:5.6|. Procedure details: A mixture of 0.53 g of 4-phenyl-1-azabicyclo-[2.2.2]octane and 1.4 g of the compound obtained in step C of EXAMPLE 4 in 5 ml of DMF is heated at 60° C. for 5 hours. After cooling to RT, the reaction mixture is poured into water and extracted with DCM, the organic phase is washed twice with 2N HCl solution and three times with saturated NaCl solution and dried over MgSO4 and the solvent is evaporated off under vacuum. The residue is chromatographed on silica using DCM and then a DCM/MeOH mixture ... Reactants: N1C(NCC1)=O (2-imidazolidinone), C(=O)([O-])[O-].[K+].[K+] (K2CO3), ClC1=C(CCl)C(=CC=C1)Cl (2,6-dichlorobenzyl chloride), O (water). The solvent is CS(=O)C (dimethylsulfoxide). Conditions: time 1.7 hour. Product: ClC1=C(CN2C(NCC2)=O)C(=CC=C1)Cl (1-(2,6-Dichlorobenzyl)-2-imidazolidinone). The yield is 21.0%. As a reaction SMILES: [NH:1]1[CH2:5][CH2:4][NH:3][C:2]1=[O:6].C([O-])([O-])=O.[K+].[K+].[Cl:13][C:14]1[CH:21]=[CH:20][CH:19]=[C:18]([Cl:22])[C:15]=1[CH2:16]Cl.O>CS(C)=O>[Cl:13][C:14]1[CH:21]=[CH:20][CH:19]=[C:18]([Cl:22])[C:15]=1[CH2:16][N:1]1[CH2:5][CH2:4][NH:3][C:2]1=[O:6] |f:1.2.3|. Reported procedure: A 21.5 g (0.25 mole) portion of 2-imidazolidinone in 250 ml of dimethylsulfoxide was treated with 34.5 g (0.25 mole) of K2CO3, 20 g (0.12 mole) of KI and 48.9 g (0.25 mole) of 2,6-dichlorobenzyl chloride. The reaction mixture was heated to 105° over 0.3 hours, held at 105° for 1.7 hours and poured into 1.5 l of water all with rapid stirring. The aqueous mixture was extracted with 1.3 l of chloroform. The chloroform extract was washed with 500 ml of water, dried over MgSO4 overnight and filtered....